From a dataset of the Open Reaction Database (ORD), a public repository of structured organic reaction records. describe an organic reaction: reactants, conditions, products, and yield The reactants are C(C(C)C)(=O)NC(=O)N1C(CC2=CC(=CC=C12)Cl)=O (N-isobutyryl-5-chloro-2-oxindole-1-carboxamide), [OH-].[K+] (potassium hydroxide). Product: ClC=1C=CC(=C(C1)CC(=O)O)NC(=O)N (2-(5-Chloro-2-ureidophenyl)acetic Acid). RXN SMILES: C([NH:6][C:7]([N:9]1[C:17]2[C:12](=[CH:13][C:14]([Cl:18])=[CH:15][CH:16]=2)[CH2:11][C:10]1=[O:19])=[O:8])(=O)C(C)C.[OH-:20].[K+]>>[Cl:18][C:14]1[CH:15]=[CH:16][C:17]([NH:9][C:7]([NH2:6])=[O:8])=[C:12]([CH2:11][C:10]([OH:19])=[O:20])[CH:13]=1 |f:1.2|. Procedure: The title compound was prepared in 43% yield by hydrolysis of N-isobutyryl-5-chloro-2-oxindole-1-carboxamide with 1N potassium hydroxide, substantially according to the procedure of Preparation 1. After hydrolysis was complete and the reaction mixture was acidified, the product precipitated. It was recovered by filtration and recrystallized from ethanol to give the title compound as colorless crystals, m.p. 187.5° C. (dec.). Starting materials: C(C1=CC=CC=C1)SC=1N(C(=CN1)C(=O)OCC)C1=C(C=CC=C1CC)CC (ethyl 2-benzylthio-1-(2,6-diethylphenyl)-imidazole-5-carboxylate), [OH-].[Na+] (sodium hydroxide), Cl (hydrochloric acid). The product is C(C1=CC=CC=C1)SC=1N(C(=CN1)C(=O)O)C1=C(C=CC=C1CC)CC (2-benzylthio-1-(2,6-diethylphenyl)-imidazole-5-carboxylic acid). Yield: 90.0%. RXN SMILES: [CH2:1]([S:8][C:9]1[N:10]([C:19]2[C:24]([CH2:25][CH3:26])=[CH:23][CH:22]=[CH:21][C:20]=2[CH2:27][CH3:28])[C:11]([C:14]([O:16]CC)=[O:15])=[CH:12][N:13]=1)[C:2]1[CH:7]=[CH:6][CH:5]=[CH:4][CH:3]=1.[OH-].[Na+].Cl>>[CH2:1]([S:8][C:9]1[N:10]([C:19]2[C:24]([CH2:25][CH3:26])=[CH:23][CH:22]=[CH:21][C:20]=2[CH2:27][CH3:28])[C:11]([C:14]([OH:16])=[O:15])=[CH:12][N:13]=1)[C:2]1[CH:7]=[CH:6][CH:5]=[CH:4][CH:3]=1 |f:1.2|. Procedure details: 31.5 g (0.08 mol) of ethyl 2-benzylthio-1-(2,6-diethylphenyl)-imidazole-5-carboxylate (cf. Example 2) were stirred with 30 g of 33% strength sodium hydroxide solution at 80° C. until a homogeneous solution was formed. The solution was allowed to cool and acidified to pH 3 with dilute hydrochloric acid, and the product was filtered off under suction and dried in vacuo. 26.4 g (90% of theory) of 2-benzylthio-1-(2,6-diethylphenyl)-imidazole-5-carboxylic acid, solid at melting point 152°-154° C., we... Starting materials: CO, Cc1cccc(C)c1N, O=CO, O=Cc1ccccn1. Product: Cc1cccc(C)c1N=Cc1ccccn1. RXN SMILES: [CH3:21][OH:22].[CH3:9][c:10]1[cH:11][cH:12][cH:13][c:14]([CH3:15])[c:16]1[NH2:17].[CH:18]([OH:19])=[O:20].[n:1]1[c:2]([CH:7]=[O:8])[cH:3][cH:4][cH:5][cH:6]1>>[n:1]1[c:2]([CH:7]=[N:17][c:16]2[c:10]([CH3:9])[cH:11][cH:12][cH:13][c:14]2[CH3:15])[cH:3][cH:4][cH:5][cH:6]1. Starting materials: NC=1N=C(C2=C(N1)C=CS2)C(=O)C=2SC=CC2 (2-aminothieno[3,2-d]pyrimidin-4-yl 2-thienylmethanone), Cl.CN(CC(=O)Cl)C (N,N-dimethylglycinyl chloride hydrochloride). The solvent is N1=CC=CC=C1 (pyridine). Yields the product Cl.CN(CC(=O)NC=1N=C(C2=C(N1)C=CS2)C(=O)C=2SC=CC2)C (2-Dimethylamino-N-(4-(2-thienylcarbonyl)thieno[3,2-d]pyrimidin-2-yl)acetamide hydrochloride). Isolated yield 14.7%. Reaction SMILES: [NH2:1][C:2]1[N:3]=[C:4]([C:11]([C:13]2[S:14][CH:15]=[CH:16][CH:17]=2)=[O:12])[C:5]2[S:10][CH:9]=[CH:8][C:6]=2[N:7]=1.Cl.[CH3:19][N:20]([CH3:25])[CH2:21][C:22]([Cl:24])=[O:23]>N1C=CC=CC=1>[ClH:24].[CH3:19][N:20]([CH3:25])[CH2:21][C:22]([NH:1][C:2]1[N:3]=[C:4]([C:11]([C:13]2[S:14][CH:15]=[CH:16][CH:17]=2)=[O:12])[C:5]2[S:10][CH:9]=[CH:8][C:6]=2[N:7]=1)=[O:23] |f:1.2,4.5|. Reported procedure: A solution of 2-aminothieno[3,2-d]pyrimidin-4-yl 2-thienylmethanone (0.15 g, 0.57 mmol) in anhydrous pyridine (6 mL) under argon at 0° C. was treated with N,N-dimethylglycinyl chloride hydrochloride (0.11 g, 0.69 mmol), warmed to room temperature, refluxed for 16 h, cooled, concentrated in vacuo and partitioned between 3-M HCl (25 mL) and EtOAc (25 mL). The aqueous phase was washed with EtOAc (25 mL), filtered through celite, basified to pH 12 with 10% aqueous sodium hydroxide and the resulting ... The reactants are [Al+3], ClCCCl, [Cl-], [Cl-], [Cl-], O=C(Cl)CCl, Cl, O=C(O)CCc1ccccc1. Product: O=C(O)CCc1ccc(C(=O)CCl)cc1. RXN SMILES: [Al+3:18].[CH2:22]([Cl:23])[CH2:24][Cl:25].[Cl-:17].[Cl-:19].[Cl-:20].[Cl:12][CH2:13][C:14](=[O:15])[Cl:16].[ClH:21].[OH:1][C:2](=[O:3])[CH2:4][CH2:5][c:6]1[cH:7][cH:8][cH:9][cH:10][cH:11]1>>[OH:1][C:2](=[O:3])[CH2:4][CH2:5][c:6]1[cH:7][cH:8][c:9]([C:14]([CH2:13][Cl:12])=[O:15])[cH:10][cH:11]1.